From a dataset of the Open Reaction Database (ORD), a public repository of structured organic reaction records. describe an organic reaction: reactants, conditions, products, and yield Reactants: CN(C=O)C (N,N-dimethylformamide), ClC=1C(N(N=CC1O)CCCO)=O (4-chloro-5-hydroxy-2-(3'-hydroxypropyl)-3(2H)-pyridazinone), ClC1=CC=C(CCl)C=C1 (4-chlorobenzyl chloride), C([O-])([O-])=O.[K+].[K+] (potassium carbonate). Solvent: O (water). Product: ClC=1C(N(N=CC1OCC1=CC=C(C=C1)Cl)CCCO)=O (4-chloro-5-(4'-chlorobenzyloxy)-2-(3'-hydroxypropyl)-3(2H)-pyridazinone). The yield is 74.7%. RXN SMILES: CN(C)C=O.[Cl:6][C:7]1[C:8](=[O:18])[N:9]([CH2:14][CH2:15][CH2:16][OH:17])[N:10]=[CH:11][C:12]=1[OH:13].[Cl:19][C:20]1[CH:27]=[CH:26][C:23]([CH2:24]Cl)=[CH:22][CH:21]=1.C(=O)([O-])[O-].[K+].[K+]>O>[Cl:6][C:7]1[C:8](=[O:18])[N:9]([CH2:14][CH2:15][CH2:16][OH:17])[N:10]=[CH:11][C:12]=1[O:13][CH2:24][C:23]1[CH:26]=[CH:27][C:20]([Cl:19])=[CH:21][CH:22]=1 |f:3.4.5|. Reported procedure: To 150 ml of N,N-dimethylformamide were added 10.2 g of 4-chloro-5-hydroxy-2-(3'-hydroxypropyl)-3(2H)-pyridazinone (0.05 mol), 8.4 g of 4-chlorobenzyl chloride (0.052 mol) and 10.4 g of anhydrous potassium carbonate (0.075 mol) and heated for about 3 hours at 100° C. to 120° C. After reaction, the mixture solution was poured into water and extracted with ethyl acetate. The resulting solution was washed with water and then with aqueous solution of 5% sodium hydroxide and further with saturated sa... The reactants are O (water), COC1=CC=C(C(=O)Cl)C=C1 (p-methoxybenzoyl chloride), C(Cl)Cl (methylene dichloride), [C-]#N.[Na+] (sodium cyanide), [C-]#N.[Na+] (sodium cyanide). Reagents/catalysts: [Br-].C(CCC)[N+](CCCC)(CCCC)CCCC (tetrabutylammonium bromide). Solvent: CCCCCC (hexane), CCCCCC (hexane). Run at temperature 2.5 celsius, time 4 hour. The product is COC1=CC=C(C(=O)C#N)C=C1 (p-Methoxybenzoyl Cyanide). RXN SMILES: [CH3:1][O:2][C:3]1[CH:11]=[CH:10][C:6]([C:7](Cl)=[O:8])=[CH:5][CH:4]=1.C(Cl)Cl.[C-:15]#[N:16].[Na+].O>[Br-].C([N+](CCCC)(CCCC)CCCC)CCC.CCCCCC>[CH3:1][O:2][C:3]1[CH:11]=[CH:10][C:6]([C:7]([C:15]#[N:16])=[O:8])=[CH:5][CH:4]=1 |f:2.3,5.6|. Reported procedure: A mixture of p-methoxybenzoyl chloride (11.9 grams; 0.07 mole) and tetrabutylammonium bromide (0.10 gram) in 60 mls. of methylene dichloride is cooled to 0°-5° C. and a solution of sodium cyanide (3.63 grams; 0.074 mole) in 8 mls. of water is added thereto at 0-5° C. Upon completion of the addition of the sodium cyanide the reaction mixture is stirred at 0-5° C. for an additional period of about 11/4 hours and filtered. The filtrate is dried over magnesium sulfate, filtered to separate the magne... Reactants: FC(C(=O)OC)(CC(=O)[O-])F (methyl 2,2-difluorosuccinate), CO (methanol). The solvent is ClCCl (dichloromethane), O1CCCC1 (tetrahydrofuran). Run at temperature 80 celsius. The product is FC(C(=O)OC)(CCO)F (methyl 2,2-difluoro-4-hydroxybutyrate). Reaction SMILES: [F:1][C:2]([F:11])([CH2:7][C:8]([O-])=[O:9])[C:3]([O:5][CH3:6])=[O:4].CO>ClCCl.O1CCCC1>[F:1][C:2]([F:11])([CH2:7][CH2:8][OH:9])[C:3]([O:5][CH3:6])=[O:4]. Reported procedure: In a 4 L flask equipped with a reflux condenser and 1 L dropping funnel, a solution of BH3.Me2S complex (10M, 88 mL) in dry dichloromethane (1 L) is slowly added over a 2 hour period to a stirred solution of the methyl 2,2-difluorosuccinate (120 g, 0.714 moles) in dry tetrahydrofuran at 20° C. After refluxing (bath temperature 80° C.) for about 15 hours, the mixture is allowed to cool to room temperature and methanol (1 L) is slowly added. Evaporation yields methyl 2,2-difluoro-4-hydroxybutyrate... Starting materials: [Na] (sodium), [N+](=O)([O-])C1=C(C=CC=C1)N=C=O (2-nitrophenyl isocyanate), CC(=O)C (acetone), Cl.C(CCCC)(=N)N (valeramidine hydrochloride). Solvent: C1=CC=CC=C1 (benzene). The product is [N+](=O)([O-])C1=C(C=CC=C1)NC(=O)NC(CCCC)=N (1-(2-Nitrophenyl)-3-(pentanimidoyl)urea). RXN SMILES: [Na].CC(C)=O.Cl.[C:7]([NH2:13])(=[NH:12])[CH2:8][CH2:9][CH2:10][CH3:11].[N+:14]([C:17]1[CH:22]=[CH:21][CH:20]=[CH:19][C:18]=1[N:23]=[C:24]=[O:25])([O-:16])=[O:15]>C1C=CC=CC=1>[N+:14]([C:17]1[CH:22]=[CH:21][CH:20]=[CH:19][C:18]=1[NH:23][C:24]([NH:12][C:7](=[NH:13])[CH2:8][CH2:9][CH2:10][CH3:11])=[O:25])([O-:16])=[O:15] |f:2.3,^1:0|. Procedure details: Following a procedure similar to that described in Example 1 but using 2.3 g. sodium in 150 ml. dry acetone, 13.6 g. valeramidine hydrochloride, and 16.4 g. 2-nitrophenyl isocyanate in 300 ml. benzene, there was obtained after recrystallization from ethyl alcohol 9.1 g. of the hydrochloride of 1-(2-nitrophenyl)-3-(pentanimidoyl)urea; m.p. 130°-132°C. Procedure: 6-Fluoro-2-methyl-2,3,4,5-tetrahydro-1H-pyrido[4,3-b]indole (200 mg, 0.98 mmol) was dissolved in DMF (4 mL). Copper (I) iodide (18 mg, 0.098 mmol), L-proline (22 mg, 0.19 mmol) and K3PO4 (416 mg, 1.96 mmol) were added and the reaction mixture was stirred for 10 min at RT. 1-(1-Bromoprop-1-en-2-yl)-4-fluorobenzene (250 mg, 1.17 mmol) was added dropwise and the reaction mixture was purged with nitrogen. The reaction mixture was heated at 85° C. overnight (prolonged heating in some cases was requir... Reagents/catalysts: [Cu]I (Copper (I) iodide). Reactants: BrC=C(C)C1=CC=C(C=C1)F (1-(1-Bromoprop-1-en-2-yl)-4-fluorobenzene), FC1=CC=CC=2C3=C(NC12)CCN(C3)C (6-Fluoro-2-methyl-2,3,4,5-tetrahydro-1H-pyrido[4,3-b]indole), N1[C@H](C(=O)O)CCC1 (L-proline), [O-]P(=O)([O-])[O-].[K+].[K+].[K+] (K3PO4). Solvent: CN(C)C=O (DMF). Conditions: time 10 minute. RXN SMILES: [F:1][C:2]1[C:10]2[NH:9][C:8]3[CH2:11][CH2:12][N:13]([CH3:15])[CH2:14][C:7]=3[C:6]=2[CH:5]=[CH:4][CH:3]=1.N1CCC[C@H]1C(O)=O.[O-]P([O-])([O-])=O.[K+].[K+].[K+].Br[CH:33]=[C:34]([C:36]1[CH:41]=[CH:40][C:39]([F:42])=[CH:38][CH:37]=1)[CH3:35]>CN(C=O)C.[Cu]I>[F:1][C:2]1[C:10]2[N:9]([CH2:35][C:34]([C:36]3[CH:41]=[CH:40][C:39]([F:42])=[CH:38][CH:37]=3)=[CH2:33])[C:8]3[CH2:11][CH2:12][N:13]([CH3:15])[CH2:14][C:7]=3[C:6]=2[CH:5]=[CH:4][CH:3]=1 |f:2.3.4.5|. Yields the product FC1=CC=CC=2C3=C(N(C12)CC(=C)C1=CC=C(C=C1)F)CCN(C3)C (6-fluoro-5-(2-(4-fluorophenyl)allyl)-2-methyl-2,3,4,5-tetrahydro-1H-pyrido[4,3-b]indole).